Dataset: the Open Reaction Database (ORD), a public repository of structured organic reaction records. Task: describe an organic reaction: reactants, conditions, products, and yield Reactants: CO (Methanol), OCC1=C2C(OC(O2)(C)C)=C(C2=C1OC(O2)(C)C)SC (4-Hydroxymethyl-8-methylthio-2,2,6,6-tetramethylbenzo[1,2-d:4,5-d']bis(1,3)dioxole), C(Br)(Br)(Br)Br (carbontetrabromide), C1(=CC=CC=C1)P(C1=CC=CC=C1)C1=CC=CC=C1 (triphenylphosphine). The solvent is N1=CC=CC=C1 (pyridine). Product: BrCC1=C2C(OC(O2)(C)C)=C(C2=C1OC(O2)(C)C)SC (4-Bromomethyl-8-methylthio-2,2,6,6-tetramethylbenz[1,2-d:4,5-d']bis(1,3)dioxole). As a reaction SMILES: O[CH2:2][C:3]1[C:13]2[O:14][C:15]([CH3:18])([CH3:17])[O:16][C:12]=2[C:11]([S:19][CH3:20])=[C:5]2[O:6][C:7]([CH3:10])([CH3:9])[O:8][C:4]=12.C1(P(C2C=CC=CC=2)C2C=CC=CC=2)C=CC=CC=1.C(Br)(Br)(Br)[Br:41].CO>N1C=CC=CC=1>[Br:41][CH2:2][C:3]1[C:13]2[O:14][C:15]([CH3:18])([CH3:17])[O:16][C:12]=2[C:11]([S:19][CH3:20])=[C:5]2[O:6][C:7]([CH3:10])([CH3:9])[O:8][C:4]=12. Reported procedure: 4-Hydroxymethyl-8-methylthio-2,2,6,6-tetramethylbenzo[1,2-d:4,5-d']bis(1,3)dioxole is dissolved in pyridine. The solution is chilled and triphenylphosphine followed by carbontetrabromide are added the reaction is stirred for an appropriate time. Methanol is added and the product is isolated by a suitable method. The reactants are [BH4-], C=CCC(O)C1CCOC(OC(C)c2cc(C(F)(F)F)cc(C(F)(F)F)c2)C1c1ccccc1, CO, [Cl-], ClCCl, [NH4+], [Na+]. Product: CC(OC1OCCC(C(O)CCO)C1c1ccccc1)c1cc(C(F)(F)F)cc(C(F)(F)F)c1. RXN SMILES: [BH4-:35].[CH2:1]([CH:2]=[CH2:3])[CH:4]([OH:5])[CH:6]1[CH:7]([c:29]2[cH:30][cH:31][cH:32][cH:33][cH:34]2)[CH:8]([O:12][CH:13]([CH3:14])[c:15]2[cH:16][c:17]([C:25]([F:26])([F:27])[F:28])[cH:18][c:19]([C:21]([F:22])([F:23])[F:24])[cH:20]2)[O:9][CH2:10][CH2:11]1.[CH3:39][OH:40].[Cl-:37].[Cl:41][CH2:42][Cl:43].[NH4+:38].[Na+:36]>>[CH2:1]([CH2:2][OH:40])[CH:4]([OH:5])[CH:6]1[CH:7]([c:29]2[cH:30][cH:31][cH:32][cH:33][cH:34]2)[CH:8]([O:12][CH:13]([CH3:14])[c:15]2[cH:16][c:17]([C:25]([F:26])([F:27])[F:28])[cH:18][c:19]([C:21]([F:22])([F:23])[F:24])[cH:20]2)[O:9][CH2:10][CH2:11]1. The yield is 6.0%. RXN SMILES: C(Cl)(=O)C1C=CC=CC=1.[F:10][C:11]([F:23])([F:22])[O:12][C:13]1[CH:21]=[CH:20][C:16]([C:17](Cl)=[O:18])=[CH:15][CH:14]=1.[NH2:24][C:25]1[CH:26]=[C:27]([CH:38]=[CH:39][N:40]=1)[C:28]([NH:30][CH2:31][C:32]1[CH:37]=[CH:36][CH:35]=[CH:34][CH:33]=1)=[O:29]>>[CH2:31]([NH:30][C:28](=[O:29])[C:27]1[CH:38]=[CH:39][N:40]=[C:25]([NH:24][C:17](=[O:18])[C:16]2[CH:20]=[CH:21][C:13]([O:12][C:11]([F:23])([F:22])[F:10])=[CH:14][CH:15]=2)[CH:26]=1)[C:32]1[CH:37]=[CH:36][CH:35]=[CH:34][CH:33]=1. Starting materials: C(C1=CC=CC=C1)(=O)Cl (benzoyl chloride), FC(OC1=CC=C(C(=O)Cl)C=C1)(F)F (4-(trifluoromethoxy)benzoyl chloride), NC=1C=C(C(=O)NCC2=CC=CC=C2)C=CN1 (2-amino-N-benzylisonicotinamide). Reported procedure: Following the procedure as describe in preparation of Example 5, making variations as required to replace benzoyl chloride with 4-(trifluoromethoxy)benzoyl chloride to react with 2-amino-N-benzylisonicotinamide, N-benzyl-2-(4-trifluoromethoxybenzoylamino)isonicotinamide was obtained in 6% yield: mp 151-153° C.; 1H NMR (300 MHz, CDCl3) δ 8.83 (br s, 1H), 8.68 (s, 1H), 8.35 (d, J=5.0 Hz, 1H), 7.93 (d, J=9.0 Hz, 2H), 7.58-7.54 (m, 1H), 7.38-7.28 (m, 7H), 6.75 (br s, 1H), 4.64 (d, J=5.7 Hz, 1H); 13C... The product is C(C1=CC=CC=C1)NC(C1=CC(=NC=C1)NC(C1=CC=C(C=C1)OC(F)(F)F)=O)=O (N-benzyl-2-(4-trifluoromethoxybenzoylamino)isonicotinamide). Starting materials: C1CCOC1, O=C(CCCl)c1ccccc1, [H-], [Na+], CC(C)(C)OC(=O)NO. Product: CC(C)(C)OC(=O)NOCCC(=O)c1ccccc1. Reaction SMILES: [CH2:23]1[O:24][CH2:25][CH2:26][CH2:27]1.[Cl:12][CH2:13][CH2:14][C:15](=[O:16])[c:17]1[cH:18][cH:19][cH:20][cH:21][cH:22]1.[H-:11].[Na+:10].[OH:1][NH:2][C:3]([O:4][C:5]([CH3:6])([CH3:7])[CH3:8])=[O:9]>>[O:1]([NH:2][C:3]([O:4][C:5]([CH3:6])([CH3:7])[CH3:8])=[O:9])[CH2:13][CH2:14][C:15](=[O:16])[c:17]1[cH:18][cH:19][cH:20][cH:21][cH:22]1. The product is COC(=O)C1(OC2=C(CC1)C=CC(=C2)OCCCOC2=C(C(=C(C=C2)C(=O)N2CCCC2)O)CC=C)CCC (Methyl-3,4-dihydro-7-[3-[3-hydroxy-2-(2-propenyl)-4-(1-pyrrolidinylcarbonyl)phenoxy]propoxy]-2-propyl-2H-1-benzopyran-2-carboxylate). Reported procedure: 1-[2,4-Dihydroxy-3-(2-propenyl)benzoyl]pyrrolidine (260 mg, 1.05 mmol), the compound of Example 23 (440 mg, 1.05 mmol), and potassium carbonate (350 mg, 2.4 mmol) were added to about 15 to 20 ml of DMF, and the reaction mixture was stirred at room temperature overnight. The reaction mixture was diluted with ethyl acetate and washed with water. The organic layer was dried over magnesium sulfate and concentrated under vacuum. Chromatography of the crude material on silica gel using 20% ethyl aceta... Reaction SMILES: [OH:1][C:2]1[C:14]([CH2:15][CH:16]=[CH2:17])=[C:13]([OH:18])[CH:12]=[CH:11][C:3]=1[C:4]([N:6]1[CH2:10][CH2:9][CH2:8][CH2:7]1)=[O:5].I[CH2:20][CH2:21][CH2:22][O:23][C:24]1[CH:37]=[CH:36][C:27]2[CH2:28][CH2:29][CH:30]([C:32]([O:34][CH3:35])=[O:33])[O:31][C:26]=2[C:25]=1CCC.C(=O)([O-])[O-].[K+].[K+].[CH3:47]N(C=O)C.C(O[CH2:56][CH3:57])(=O)C>>[CH3:35][O:34][C:32]([C:30]1([CH2:47][CH2:56][CH3:57])[CH2:29][CH2:28][C:27]2[CH:36]=[CH:37][C:24]([O:23][CH2:22][CH2:21][CH2:20][O:18][C:13]3[CH:12]=[CH:11][C:3]([C:4]([N:6]4[CH2:10][CH2:9][CH2:8][CH2:7]4)=[O:5])=[C:2]([OH:1])[C:14]=3[CH2:15][CH:16]=[CH2:17])=[CH:25][C:26]=2[O:31]1)=[O:33] |f:2.3.4|. Reactants: OC1=C(C(=O)N2CCCC2)C=CC(=C1CC=C)O (1-[2,4-Dihydroxy-3-(2-propenyl)benzoyl]pyrrolidine), ICCCOC1=C(C2=C(CCC(O2)C(=O)OC)C=C1)CCC (Methyl 7-(3-iodopropoxy)-3,4-dihydro-8-propyl-2H-1-benzopyran-2-carboxylate), C([O-])([O-])=O.[K+].[K+] (potassium carbonate), CN(C)C=O (DMF), C(C)(=O)OCC (ethyl acetate). Run at time 8 hour. Reactants: Cl.FC(C1=NC=2CCNCC2C=C1)(F)F (2-trifluoromethyl-5,6,7,8-tetrahydro-[1,6]naphthyridine hydrochloride), CS(=O)(=O)C=1C=CC(=C(C(=O)O)C1)O[C@@H](C(F)(F)F)C (5-methanesulfonyl-2-((R)-2,2,2-trifluoro-1-methyl-ethoxy)-benzoic acid). Yields the product CS(=O)(=O)C=1C=CC(=C(C1)C(=O)N1CC=2C=CC(=NC2CC1)C(F)(F)F)O[C@@H](C(F)(F)F)C ([5-Methanesulfonyl-2-((R)-2,2,2-trifluoro-1-methyl-ethoxy)-phenyl]-(2-trifluoromethyl-7,8-dihydro-5H-[1,6]naphthyridin-6-yl)-methanone). Reaction SMILES: Cl.[F:2][C:3]([F:15])([F:14])[C:4]1[CH:13]=[CH:12][C:11]2[CH2:10][NH:9][CH2:8][CH2:7][C:6]=2[N:5]=1.[CH3:16][S:17]([C:20]1[CH:21]=[CH:22][C:23]([O:29][C@H:30]([CH3:35])[C:31]([F:34])([F:33])[F:32])=[C:24]([CH:28]=1)[C:25](O)=[O:26])(=[O:19])=[O:18]>>[CH3:16][S:17]([C:20]1[CH:21]=[CH:22][C:23]([O:29][C@H:30]([CH3:35])[C:31]([F:32])([F:33])[F:34])=[C:24]([C:25]([N:9]2[CH2:8][CH2:7][C:6]3[N:5]=[C:4]([C:3]([F:2])([F:14])[F:15])[CH:13]=[CH:12][C:11]=3[CH2:10]2)=[O:26])[CH:28]=1)(=[O:19])=[O:18] |f:0.1|. Reported procedure: Prepared in analogy to example 1.1 from 2-trifluoromethyl-5,6,7,8-tetrahydro-[1,6]naphthyridine hydrochloride (CA [741736-98-1]; WO2004069162) and 5-methanesulfonyl-2-((R)-2,2,2-trifluoro-1-methyl-ethoxy)-benzoic acid (example 2.3). Reactants: N1=CC=C(C=C1)N1CCC(CC1)COC(=O)NC=1C(=CC=CC1)N (N1-[1-(4-pyridyl)piperidin-4-yl-methoxycarbonyl)-1,2-benzenediamine), N1=CC=CC=C1 (pyridine), BrC1=CC=C(C(=O)Cl)C=C1 (4-bromobenzoyl chloride). Solvent: C(Cl)(Cl)Cl (chloroform). Run at time 20 hour. The product is BrC1=CC=C(C(=O)NC=2C(=CC=CC2)NC(=O)OCC2CCN(CC2)C2=CC=NC=C2)C=C1 (N1-(4-Bromobenzoyl)-N2-[1-(4-pyridyl)piperidin-4-yl-methoxycarbonyl)-1,2-benzenediamine). Isolated yield 42.7%. Reaction SMILES: [N:1]1[CH:6]=[CH:5][C:4]([N:7]2[CH2:12][CH2:11][CH:10]([CH2:13][O:14][C:15]([NH:17][C:18]3[C:19]([NH2:24])=[CH:20][CH:21]=[CH:22][CH:23]=3)=[O:16])[CH2:9][CH2:8]2)=[CH:3][CH:2]=1.N1C=CC=CC=1.[Br:31][C:32]1[CH:40]=[CH:39][C:35]([C:36](Cl)=[O:37])=[CH:34][CH:33]=1>C(Cl)(Cl)Cl>[Br:31][C:32]1[CH:40]=[CH:39][C:35]([C:36]([NH:24][C:19]2[C:18]([NH:17][C:15]([O:14][CH2:13][CH:10]3[CH2:9][CH2:8][N:7]([C:4]4[CH:5]=[CH:6][N:1]=[CH:2][CH:3]=4)[CH2:12][CH2:11]3)=[O:16])=[CH:23][CH:22]=[CH:21][CH:20]=2)=[O:37])=[CH:34][CH:33]=1. Procedure details: A solution of N1-[1-(4-pyridyl)piperidin-4-yl-methoxycarbonyl)-1,2-benzenediamine (300 mg, 0.920 mmol) and pyridine (0.74 mL) in chloroform (5 mL) was treated with 4-bromobenzoyl chloride (405 mg, 1.84 mmol). After 20 h, the mixture was concentrated and the residue partitioned between water and ethyl acetate. The aqueous layer was extracted three times with ethyl acetate and the combined organics were washed with 1 N aqueous sodium hydroxide, water, saturated sodium chloride solution. The soluti...